This data is from the Open Reaction Database (ORD), a public repository of structured organic reaction records. The task is: describe an organic reaction: reactants, conditions, products, and yield Reactants: C(C)(=O)C1=C(C(=C(OCCCOC=2C=C(C=CC2)[N+](=O)[O-])C=C1)CCC(F)(F)F)OC (3-{3-[4-acetyl-3-methoxy-2-(3,3,3-trifluoropropyl)-phenoxy]propoxy}-nitrobenzene). The reagents and catalysts are [Ni] (Raney nickel). The solvent is O1CCCC1 (tetrahydrofuran). Yields the product C(C)(=O)C1=C(C(=C(OCCCOC=2C=C(N)C=CC2)C=C1)CCC(F)(F)F)OC (3-{3-[4-acetyl-3-methoxy-2-(3,3,3-trifluoropropyl)-phenoxy]propoxy}-aniline). RXN SMILES: [C:1]([C:4]1[CH:23]=[CH:22][C:7]([O:8][CH2:9][CH2:10][CH2:11][O:12][C:13]2[CH:14]=[C:15]([N+:19]([O-])=O)[CH:16]=[CH:17][CH:18]=2)=[C:6]([CH2:24][CH2:25][C:26]([F:29])([F:28])[F:27])[C:5]=1[O:30][CH3:31])(=[O:3])[CH3:2]>[Ni].O1CCCC1>[C:1]([C:4]1[CH:23]=[CH:22][C:7]([O:8][CH2:9][CH2:10][CH2:11][O:12][C:13]2[CH:14]=[C:15]([CH:16]=[CH:17][CH:18]=2)[NH2:19])=[C:6]([CH2:24][CH2:25][C:26]([F:28])([F:27])[F:29])[C:5]=1[O:30][CH3:31])(=[O:3])[CH3:2]. Reported procedure: 2.0 g of Raney nickel are added to a solution of 10 g of 3-{3-[4-acetyl-3-methoxy-2-(3,3,3-trifluoropropyl)-phenoxy]propoxy}-nitrobenzene in 100 ml of tetrahydrofuran and the starting substance is hydrogenated at room temperature. The catalyst is filtered off and washed with tetrahydrofuran. Evaporation of the filtrate under reduced pressure gives 3-{3-[4-acetyl-3-methoxy-2-(3,3,3-trifluoropropyl)-phenoxy]propoxy}-aniline as a colourless oil.